From a dataset of the Open Reaction Database (ORD), a public repository of structured organic reaction records. describe an organic reaction: reactants, conditions, products, and yield The reactants are CC(=O)O[BH-](OC(C)=O)OC(C)=O, O=C([O-])O, C=O, COCCC1CN(C2=Nc3ccccc3Nc3sc(C(C)C)nc32)CCN1, CC(Cl)Cl, [Na+], [Na+]. The product is COCCC1CN(C2=Nc3ccccc3Nc3sc(C(C)C)nc32)CCN1C. As a reaction SMILES: [C:30]([O:31][BH-:32]([O:33][C:34](=[O:35])[CH3:36])[O:37][C:38](=[O:39])[CH3:40])(=[O:41])[CH3:42].[C:48](=[O:49])([OH:50])[O-:51].[CH2:28]=[O:29].[CH3:1][O:2][CH2:3][CH2:4][CH:5]1[CH2:6][N:7]([C:11]2=[N:12][c:13]3[c:14]([cH:24][cH:25][cH:26][cH:27]3)[NH:15][c:16]3[s:17][c:18]([CH:21]([CH3:22])[CH3:23])[n:19][c:20]32)[CH2:8][CH2:9][NH:10]1.[Cl:44][CH:45]([Cl:46])[CH3:47].[Na+:43].[Na+:52]>>[CH3:1][O:2][CH2:3][CH2:4][CH:5]1[CH2:6][N:7]([C:11]2=[N:12][c:13]3[c:14]([cH:24][cH:25][cH:26][cH:27]3)[NH:15][c:16]3[s:17][c:18]([CH:21]([CH3:22])[CH3:23])[n:19][c:20]32)[CH2:8][CH2:9][N:10]1[CH3:30]. Reactants: NC1=CC=C(CP(OCC)(OCC)=O)C=C1 (diethyl 4-aminobenzylphosphonate), ClC1=CC=C(C=C1)C1=C(C=NO1)CCC(=O)O (3-[5-(4-chlorophenyl)-4-isoxazolyl]propionic acid), O.ON1N=NC2=C1C=CC=C2 (1-hydroxy-1H-1,2,3-benzotriazole hydrate), Cl.C(C)N=C=NCCCN(C)C (1-ethyl-3-(3-dimethylaminopropyl)carbodiimide hydrochloride). Solvent: CN(C=O)C (N,N-dimethylformamide), O (water). Run at time 8 hour. The product is C(C)OP(=O)(OCC)CC1=CC=C(C=C1)NC(CCC=1C=NOC1C1=CC=C(C=C1)Cl)=O (N-(4-diethylphosphonomethylphenyl)-3-[5-(4-chlorophenyl)-4-isoxazolyl]propionamide). The yield is 92.0%. Reaction SMILES: [NH2:1][C:2]1[CH:16]=[CH:15][C:5]([CH2:6][P:7](=[O:14])([O:11][CH2:12][CH3:13])[O:8][CH2:9][CH3:10])=[CH:4][CH:3]=1.[Cl:17][C:18]1[CH:23]=[CH:22][C:21]([C:24]2[O:28][N:27]=[CH:26][C:25]=2[CH2:29][CH2:30][C:31](O)=[O:32])=[CH:20][CH:19]=1.O.ON1C2C=CC=CC=2N=N1.Cl.C(N=C=NCCCN(C)C)C>O.CN(C)C=O>[CH2:12]([O:11][P:7]([CH2:6][C:5]1[CH:4]=[CH:3][C:2]([NH:1][C:31](=[O:32])[CH2:30][CH2:29][C:25]2[CH:26]=[N:27][O:28][C:24]=2[C:21]2[CH:22]=[CH:23][C:18]([Cl:17])=[CH:19][CH:20]=2)=[CH:16][CH:15]=1)([O:8][CH2:9][CH3:10])=[O:14])[CH3:13] |f:2.3,4.5|. Procedure: A mixture of diethyl 4-aminobenzylphosphonate (0.37 g), 3-[5-(4-chlorophenyl)-4-isoxazolyl]propionic acid (0.35 g), 1-hydroxy-1H-1,2,3-benzotriazole hydrate (0.25 g), 1-ethyl-3-(3-dimethylaminopropyl)carbodiimide hydrochloride (0.33 g) and N,N-dimethylformamide (15 ml) was stirred at room temperature overnight. The reaction mixture was poured into water and the mixture was extracted with ethyl acetate. The ethyl acetate layer was washed with dilute hydrochloric acid, saturated aqueous sodium hyd... Starting materials: OCC1CC=2C=CC(=CC2CC1)C(=O)OC (methyl 6-hydroxymethyl-5,6,7,8-tetrahydro-2-naphthalenecarboxylate), O1CCCC=C1 (2,3-dihydropyrane), O1CCCC=C1 (2,3-dihydropyrane). Reagents/catalysts: S(O)(O)(=O)=O (sulfuric acid), S(O)(O)(=O)=O (sulfuric acid). Run in C(C)OCC (diethyl ether). Reaction conditions: time 1 hour. Product: O1C(CCCC1)OCC1CC=2C=CC(=CC2CC1)C(=O)OC (methyl 6-[(2-tetrahydropyranyl)oxymethyl]-5,6,7,8-tetrahydro-2-naphthalenecarboxylate). Isolated yield 99.3%. As a reaction SMILES: [OH:1][CH2:2][CH:3]1[CH2:12][CH2:11][C:10]2[CH:9]=[C:8]([C:13]([O:15][CH3:16])=[O:14])[CH:7]=[CH:6][C:5]=2[CH2:4]1.[O:17]1[CH:22]=[CH:21][CH2:20][CH2:19][CH2:18]1>S(=O)(=O)(O)O.C(OCC)C>[O:17]1[CH2:22][CH2:21][CH2:20][CH2:19][CH:18]1[O:1][CH2:2][CH:3]1[CH2:12][CH2:11][C:10]2[CH:9]=[C:8]([C:13]([O:15][CH3:16])=[O:14])[CH:7]=[CH:6][C:5]=2[CH2:4]1. Reported procedure: 10.0 g of methyl 6-hydroxymethyl-5,6,7,8-tetrahydro-2-naphthalenecarboxylate was added to 3.82 g of 2,3-dihydropyrane. After further adding 5 drops of concentrated sulfuric acid, the resulting mixture was stirred for 1 hour. To this were further added 1.00 g of 2,3-dihydropyrane and 3 drops of concentrated sulfuric acid, followed by stirring for 5 hours. The resulting reaction mixture was mixed with 100 ml of diethyl ether, and the mixture was washed with saturated sodium bicarbonate aqueous sol... Reactants: CC=1N=C(SC1CCCO)C1=CC=C(C=C1)C(F)(F)F (3-[4-methyl-2-(4-trifluoromethyl-phenyl)-thiazol-5-yl]-propan-1-ol), C(CCC)P(CCCC)CCCC (tributylphosphine), CN(C(=O)N=NC(=O)N(C)C)C (N,N,N′,N′-tetramethyl azodicarboxamide), C(C)(C)(C)OC(CN1C=CC2=CC=C(C=C12)O)=O ((6-hydroxy-indol-1-yl)-acetic acid tert-butyl ester). The product is C(C)(C)(C)OC(CN1C=CC2=CC=C(C=C12)OCCCC1=C(N=C(S1)C1=CC=C(C=C1)C(F)(F)F)C)=O ((6-{3-[4-methyl-2-(4-trifluoromethyl-phenyl)-thiazol-5-yl]-propoxy}-indol-1-yl)-acetic acid tert-butyl ester). Reaction SMILES: [C:1]([O:5][C:6](=[O:18])[CH2:7][N:8]1[C:16]2[C:11](=[CH:12][CH:13]=[C:14]([OH:17])[CH:15]=2)[CH:10]=[CH:9]1)([CH3:4])([CH3:3])[CH3:2].[CH3:19][C:20]1[N:21]=[C:22]([C:29]2[CH:34]=[CH:33][C:32]([C:35]([F:38])([F:37])[F:36])=[CH:31][CH:30]=2)[S:23][C:24]=1[CH2:25][CH2:26][CH2:27]O.C(P(CCCC)CCCC)CCC.CN(C)C(N=NC(N(C)C)=O)=O>>[C:1]([O:5][C:6](=[O:18])[CH2:7][N:8]1[C:16]2[C:11](=[CH:12][CH:13]=[C:14]([O:17][CH2:27][CH2:26][CH2:25][C:24]3[S:23][C:22]([C:29]4[CH:34]=[CH:33][C:32]([C:35]([F:37])([F:38])[F:36])=[CH:31][CH:30]=4)=[N:21][C:20]=3[CH3:19])[CH:15]=2)[CH:10]=[CH:9]1)([CH3:4])([CH3:2])[CH3:3]. Procedure details: In analogy to the procedure described in example 3 c], (6-hydroxy-indol-1-yl)-acetic acid tert-butyl ester (example 6 b]) was reacted with 3-[4-methyl-2-(4-trifluoromethyl-phenyl)-thiazol-5-yl]-propan-1-ol (example 8 c]) in the presence of tributylphosphine and N,N,N′,N′-tetramethyl azodicarboxamide to yield (6-{3-[4-methyl-2-(4-trifluoromethyl-phenyl)-thiazol-5-yl]-propoxy}-indol-1-yl)-acetic acid tert-butyl ester as colorless gum. Reported procedure: 3-Thiophenecarboxylic acid (3.84 g) was dissolved in tetrahydrofuran (50 ml), and the mixture was cooled to -78° C. n-Butyllithium (1.6M in hexane, 41.3 ml) was slowly added dropwise, and the mixture was stirred at the same temperature for 30 minutes. Iodomethane (3.7 ml) in tetrahydrofuran (10 ml) was added dropwise. The resulting mixture was heated to room temperature and stirred for 15 hours. The mixture was poured into water and washed with diethyl ether. The aqueous layer was acidified with... As a reaction SMILES: [S:1]1[CH:5]=[CH:4][C:3]([C:6]([OH:8])=[O:7])=[CH:2]1.[CH2:9]([Li])CCC.IC.O>O1CCCC1>[CH3:9][C:2]1[S:1][CH:5]=[CH:4][C:3]=1[C:6]([OH:8])=[O:7]. Reactants: IC (Iodomethane), O (water), S1C=C(C=C1)C(=O)O (3-Thiophenecarboxylic acid), C(CCC)[Li] (n-Butyllithium). The product is CC=1SC=CC1C(=O)O (2-methyl-3-thiophenecarboxylic acid). Solvent: O1CCCC1 (tetrahydrofuran), O1CCCC1 (tetrahydrofuran). Run at time 30 minute. The reactants are C(C)OCC (diethyl ether), C(C)(C)(C)OC(=O)N[C@H](CCCC)C(=O)O (t-butoxycarbonyl-D-norleucine), Cl.COC(CN)=O (glycine methyl ester hydrochloride). The solvent is CCCCCC (Skellysolve B). Product: C(C)(C)(C)OC(=O)N[C@H](CCCC)C(=O)NCC(=O)OC (t-butoxycarbonyl-D-norleucylglycine, methyl ester). Isolated yield 92.6%. Reaction SMILES: [C:1]([O:5][C:6]([NH:8][C@@H:9]([C:14]([OH:16])=O)[CH2:10][CH2:11][CH2:12][CH3:13])=[O:7])([CH3:4])([CH3:3])[CH3:2].Cl.[CH3:18][O:19][C:20](=[O:23])[CH2:21][NH2:22].C(OCC)C>CCCCCC>[C:1]([O:5][C:6]([NH:8][C@@H:9]([C:14]([NH:22][CH2:21][C:20]([O:19][CH3:18])=[O:23])=[O:16])[CH2:10][CH2:11][CH2:12][CH3:13])=[O:7])([CH3:2])([CH3:3])[CH3:4] |f:1.2|. Procedure: The title compound was prepared by the general method of Example 1 using 15.0 g (65 mmol) of t-butoxycarbonyl-D-norleucine (Boc-D-Nle) and 8.1 g (65 mmol) of glycine methyl ester hydrochloride. Trituration of the product oil with diethyl ether and (Skellysolve B) produced 18.2 g of the title compound as a pale yellow solid. Structure assignment was supported by elemental analysis. The reactants are FC1=C2NCC(NC2=CC=C1)=O (5-fluoro-1,2,3,4-tetrahydroquinoxalin-2-one), C(C)(C)N(CC)C(C)C (diisopropylethylamine), C1CCOC1 (THF), C(=O)(Cl)Cl (phosgene). Run in C1(=CC=CC=C1)C (toluene). Conditions: time 2 hour. The product is FC1=C2N(CC(NC2=CC=C1)=O)C(=O)N1CCCC1 (5-Fluoro-4-[(pyrrolidino)carbonyl]- 1,2,3,4-tetrahydroquinoxalin-2-one). As a reaction SMILES: [F:1][C:2]1[CH:11]=[CH:10][CH:9]=[C:8]2[C:3]=1[NH:4][CH2:5][C:6](=[O:12])[NH:7]2.[CH:13]([N:16]([CH:19]([CH3:21])C)[CH2:17]C)([CH3:15])C.C1C[O:25]CC1.C(Cl)(Cl)=O>C1(C)C=CC=CC=1>[F:1][C:2]1[CH:11]=[CH:10][CH:9]=[C:8]2[C:3]=1[N:4]([C:17]([N:16]1[CH2:13][CH2:15][CH2:21][CH2:19]1)=[O:25])[CH2:5][C:6](=[O:12])[NH:7]2. Procedure details: To 1.20 g of 5-fluoro-1,2,3,4-tetrahydroquinoxalin-2-one (EXAMPLE 24), 1.26 ml of diisopropylethylamine, and 15 ml of THF at 0° is added 6.0 ml of 1.2M phosgene in toluene. The ice bath is removed and the reaction is stirred for 2 h, at which time an additional 0.2 ml of diisopropylethylamine and 1.0 ml of phosgene solution are added. After an hour, 1.26 ml of diisopropylethylamine and 0.60 ml of pyrrolidine are added and the reaction is stored in the freezer over the weekend. The reaction is th... Reactants: [BH4-].[Na+] (sodium borohydride), [Cl-].[Li+] (Lithium chloride), [BH4-].[Na+] (sodium borohydride), ClC=1C=C2C(=NC1C1=CC=C(C=C1)C1=CC=CC=C1)N=C(N2COCC[Si](C)(C)C)O[C@@H]2CO[C@H]1[C@@H]2OCC1CC(=O)OCC (ethyl 2-[(3aR,6R,6aS)-6-[6-chloro-5-(4-phenylphenyl)-1-(2-trimethylsilylethoxy-methyl)imidazo[4,5-b]pyridin-2-yl]oxy-2,3,3a,5,6,6a-hexahydrofuro[3,2-b]furan-3-yl]acetate). The solvent is C(C)O (ethanol). Reaction conditions: time 2.5 hour. Product: ClC=1C=C2C(=NC1C1=CC=C(C=C1)C1=CC=CC=C1)N=C(N2COCC[Si](C)(C)C)O[C@@H]2CO[C@H]1[C@@H]2OCC1CCO (2-[(3aR,6R,6aS)-6-[6-chloro-5-(4-phenylphenyl)-1-(2-trimethylsilylethoxy-methyl)-imidazo[4,5-b]pyridin-2-yl]oxy-2,3,3a,5,6,6a-hexahydrofuro[3,2-b]furan-3-yl]ethanol). Reaction SMILES: [Cl-].[Li+].[BH4-].[Na+].[Cl:5][C:6]1[CH:7]=[C:8]2[N:26]([CH2:27][O:28][CH2:29][CH2:30][Si:31]([CH3:34])([CH3:33])[CH3:32])[C:25]([O:35][C@H:36]3[C@H:40]4[O:41][CH2:42][CH:43]([CH2:44][C:45](OCC)=[O:46])[C@H:39]4[O:38][CH2:37]3)=[N:24][C:9]2=[N:10][C:11]=1[C:12]1[CH:17]=[CH:16][C:15]([C:18]2[CH:23]=[CH:22][CH:21]=[CH:20][CH:19]=2)=[CH:14][CH:13]=1>C(O)C>[Cl:5][C:6]1[CH:7]=[C:8]2[N:26]([CH2:27][O:28][CH2:29][CH2:30][Si:31]([CH3:34])([CH3:33])[CH3:32])[C:25]([O:35][C@H:36]3[C@H:40]4[O:41][CH2:42][CH:43]([CH2:44][CH2:45][OH:46])[C@H:39]4[O:38][CH2:37]3)=[N:24][C:9]2=[N:10][C:11]=1[C:12]1[CH:17]=[CH:16][C:15]([C:18]2[CH:23]=[CH:22][CH:21]=[CH:20][CH:19]=2)=[CH:14][CH:13]=1 |f:0.1,2.3|. Procedure details: Lithium chloride (2 mg, 0.047 mmol) and sodium borohydride (90 mg, 2.38 mmol) were added to a solution of ethyl 2-[(3aR,6R,6aS)-6-[6-chloro-5-(4-phenylphenyl)-1-(2-trimethylsilylethoxy-methyl)imidazo[4,5-b]pyridin-2-yl]oxy-2,3,3a,5,6,6a-hexahydrofuro[3,2-b]furan-3-yl]acetate (133 mg, 0.205 mmol) in ethanol (2.0 mL). After 2.5 hours, additional sodium borohydride (34 mg, 0.9 mmol) was added and the mixture was stirred for an additional 20 hours. The mixture was partitioned between ethyl acetate (... Procedure details: A racemic mixture of (4R,5S)—N,N-dimethyl-2-(1-oxo-4-phenyl-2,7-diazaspiro[4.5]decan-2-yl)acetamide and (4S,5R)—N,N-Dimethyl-2-(1-oxo-4-phenyl-2,7-diazaspiro[4.5]decan-2-yl)acetamide (Intermediate 1D) (193 mg; 0.612 mmol) was solubilised in acetonitrile (3 ml). (R)-3-Benzyloxy-2-(2-tert-butoxycarbonylamino-2-methylpropionylamino)-propionic acid (Intermediate 3A) (233 mg; 0.612 mmol) was treated with DIPEA (0.427 ml; 2.448 mmol) and ®T3P (50% in EtOAc), (0.714 ml; 1.224 mmol). The mixture was sti... The reactants are CN(C(CN1C([C@@]2([C@H](C1)C1=CC=CC=C1)CNCCC2)=O)=O)C ((4R,5S)—N,N-dimethyl-2-(1-oxo-4-phenyl-2,7-diazaspiro[4.5]decan-2-yl)acetamide), CN(C(CN1C([C@]2([C@@H](C1)C1=CC=CC=C1)CNCCC2)=O)=O)C ((4S,5R)—N,N-Dimethyl-2-(1-oxo-4-phenyl-2,7-diazaspiro[4.5]decan-2-yl)acetamide), CN(C(CN1C([C@]2([C@@H](C1)C1=CC=CC=C1)CNCCC2)=O)=O)C ((4S,5R)—N,N-Dimethyl-2-(1-oxo-4-phenyl-2,7-diazaspiro[4.5]decan-2-yl)acetamide), C(C1=CC=CC=C1)OC[C@H](C(=O)O)NC(C(C)(C)NC(=O)OC(C)(C)C)=O ((R)-3-(benzyloxy)-2-(2-(tert-butoxycarbonylamino)-2-methyl propanamido)propanoic acid), C(C1=CC=CC=C1)OC[C@H](C(=O)O)NC(C(C)(C)NC(=O)OC(C)(C)C)=O ((R)-3-(benzyloxy)-2-(2-(tert-butoxycarbonylamino)-2-methyl propanamido)propanoic acid), CCN(C(C)C)C(C)C (DIPEA), C(CC)P1(OP(OP(O1)(=O)CCC)(=O)CCC)=O (T3P). Product: C(C1=CC=CC=C1)OC[C@H](C(=O)N1CC2(C(CN(C2=O)CC(=O)N(C)C)C2=CC=CC=C2)CCC1)NC(C(C)(C)NC(OC(C)(C)C)=O)=O (Tert-butyl 1-((2R)-3-(benzyloxy)-1-(2-(2-(dimethylamino)-2-oxoethyl)-1-oxo-4-phenyl-2,7-diazaspiro[4.5]decan-7-yl)-1-oxopropan-2-ylamino)-2-methyl-1-oxopropan-2-ylcarbamate). The solvent is C(C)#N (acetonitrile). Conditions: time 2 hour. RXN SMILES: [CH3:1][N:2]([CH3:23])[C:3](=[O:22])[CH2:4][N:5]1[CH2:9][C@H:8]([C:10]2[CH:15]=[CH:14][CH:13]=[CH:12][CH:11]=2)[C@:7]2([CH2:20][CH2:19][CH2:18][NH:17][CH2:16]2)[C:6]1=[O:21].CN(C)C(=O)CN1C[C@@H](C2C=CC=CC=2)[C@@]2(CCCNC2)C1=O.[CH2:47]([O:54][CH2:55][C@@H:56]([NH:60][C:61](=[O:73])[C:62]([NH:65][C:66]([O:68][C:69]([CH3:72])([CH3:71])[CH3:70])=[O:67])([CH3:64])[CH3:63])[C:57](O)=[O:58])[C:48]1[CH:53]=[CH:52][CH:51]=[CH:50][CH:49]=1.CCN(C(C)C)C(C)C.C(P1(=O)OP(CCC)(=O)OP(CCC)(=O)O1)CC>C(#N)C>[CH2:47]([O:54][CH2:55][C@@H:56]([NH:60][C:61](=[O:73])[C:62]([NH:65][C:66](=[O:67])[O:68][C:69]([CH3:72])([CH3:71])[CH3:70])([CH3:64])[CH3:63])[C:57]([N:17]1[CH2:18][CH2:19][CH2:20][C:7]2([C:6](=[O:21])[N:5]([CH2:4][C:3]([N:2]([CH3:23])[CH3:1])=[O:22])[CH2:9][CH:8]2[C:10]2[CH:15]=[CH:14][CH:13]=[CH:12][CH:11]=2)[CH2:16]1)=[O:58])[C:48]1[CH:49]=[CH:50][CH:51]=[CH:52][CH:53]=1. The reactants are CC(C)(C)OC(=O)NCC1CCN1Cc1ccccc1, CC(=O)O, [H][H], C1CCOC1. Yields the product CC(C)(C)OC(=O)NCC1CCN1. RXN SMILES: [CH2:1]([c:2]1[cH:3][cH:4][cH:5][cH:6][cH:7]1)[N:8]1[CH:9]([CH2:12][NH:13][C:14](=[O:15])[O:16][C:17]([CH3:18])([CH3:19])[CH3:20])[CH2:10][CH2:11]1.[CH3:21][C:22](=[O:23])[OH:24].[H:25][H:26].[O:27]1[CH2:28][CH2:29][CH2:30][CH2:31]1>>[NH:8]1[CH:9]([CH2:12][NH:13][C:14](=[O:15])[O:16][C:17]([CH3:18])([CH3:19])[CH3:20])[CH2:10][CH2:11]1.